From a dataset of the Open Reaction Database (ORD), a public repository of structured organic reaction records. describe an organic reaction: reactants, conditions, products, and yield The reactants are C1(=CC=CC=C1)C1C(N(C(S1)=O)CCOC1=CC=C(C=O)C=C1)=O (4-[2-(5-phenyl-2,4-thiazolidinedion-3-yl) ethoxy]-benzaldehyde), S1C(NC(C1)=O)=O (2,4-thiazolidinedione), N1CCCCC1 (piperidine), C(C1=CC=CC=C1)(=O)O (benzoic acid). Run in C1(=CC=CC=C1)C (toluene). Product: C1(=CC=CC=C1)C1C(N(C(S1)=O)CCOC1=CC=C(C=C2C(NC(S2)=O)=O)C=C1)=O (5-(4-[2-(5-Phenyl-2,4-thiazolidinedion-3-yl)ethoxy]benzylidene)-2,4-thiazolidinedione). RXN SMILES: [C:1]1([CH:7]2[S:11][C:10](=[O:12])[N:9]([CH2:13][CH2:14][O:15][C:16]3[CH:23]=[CH:22][C:19](C=O)=[CH:18][CH:17]=3)[C:8]2=[O:24])[CH:6]=[CH:5][CH:4]=[CH:3][CH:2]=1.[S:25]1[CH2:29][C:28](=[O:30])[NH:27][C:26]1=[O:31].N1CCCC[CH2:33]1.C(O)(=O)C1C=CC=CC=1>C1(C)C=CC=CC=1>[C:1]1([CH:7]2[S:11][C:10](=[O:12])[N:9]([CH2:13][CH2:14][O:15][C:16]3[CH:23]=[CH:22][C:19]([CH:33]=[C:29]4[S:25][C:26](=[O:31])[NH:27][C:28]4=[O:30])=[CH:18][CH:17]=3)[C:8]2=[O:24])[CH:6]=[CH:5][CH:4]=[CH:3][CH:2]=1. Procedure: A mixture of 4-[2-(5-phenyl-2,4-thiazolidinedion-3-yl) ethoxy]-benzaldehyde) (1.5 g) 2,4-thiazolidinedione (0.54 g), piperidine (0.4 ml) and benzoic acid (0.2 g) was heated at reflux in toluene (100 ml) in a Dean and Stark apparatus. After 4 hours at reflux the mixture was allowed to cool to room temperature overnight and then evaporated to dryness. The residue was then triturated with diisopropyl ether for 24 hours. The resulting solid was filtered off, washed with ether and dried in vacuo to a... Reactants: O.Cl.N1CCC(CC1)=O (4-piperidone hydrochloride monohydrate), CC[NH+](CC)CC.CC[NH+](CC)CC.C(=O)([O-])[O-] (MP-Carbonate resin), S1C(=CC=C1)C(=O)O (2-thiophenecarboxylic acid), N,N-4-dimethylaminopyridine, Cl.CN(CCCN=C=NCC)C (1-(3-dimethylaminopropyl)-3-ethylcarbodiimide hydrochloride), TEA. The solvent is O (water), C(C)#N (acetonitrile), O (water), CO (MeOH), C(Cl)Cl (DCM), C(Cl)Cl (DCM). Conditions: time 2 hour. Product: S1C(=CC=C1)C(=O)N1CCC(CC1)=O (1-(Thiophene-2-carbonyl)-piperidin-4-one). Reaction SMILES: O.Cl.[NH:3]1[CH2:8][CH2:7][C:6](=[O:9])[CH2:5][CH2:4]1.CC[NH+](CC)CC.CC[NH+](CC)CC.C([O-])([O-])=O.[S:28]1[CH:32]=[CH:31][CH:30]=[C:29]1[C:33](O)=[O:34].Cl.CN(C)CCCN=C=NCC>C(Cl)Cl.O.C(#N)C.CO>[S:28]1[CH:32]=[CH:31][CH:30]=[C:29]1[C:33]([N:3]1[CH2:8][CH2:7][C:6](=[O:9])[CH2:5][CH2:4]1)=[O:34] |f:0.1.2,3.4.5,7.8|. Reported procedure: 4-piperidone hydrochloride monohydrate (0.32 g, 2.1 mmol) was dissolved in DCM (7 ml), and to this was added MP-Carbonate resin (0.8 g). This was stirred at room temperature for 2 h. Separately, 2-thiophenecarboxylic acid (0.32 g, 2.52 mmol), N,N-4-dimethylaminopyridine (cat.), 1-(3-dimethylaminopropyl)-3-ethylcarbodiimide hydrochloride (1.2 g, 6.3 mmol) and TEA (0.25 ml) were dissolved in DCM (7 ml) and stirred at room temperature for 2 h. The 2 reaction mixtures were then combined and stirred ... Starting materials: C1(CC1)C=1N=CC(=NC1)O[C@H]1C[C@@H]2N(C(CCN(C2)C(=O)OC(C)(C)C)=O)C1 (tert-butyl (8S,9aS)-8-[(5-cyclopropylpyrazin-2-yl)oxy]-5-oxohexahydro-1H-pyrrolo[1,2-a][1,4]diazepine-2(3H)-carboxylate), Cl (HCl). Run in CO.ClCCl (methanol dichloromethane), O1CCOCC1 (dioxane). Conditions: time 3 hour. Yields the product Cl.C1(CC1)C=1N=CC(=NC1)O[C@H]1C[C@@H]2N(C(CCNC2)=O)C1 ((8S,9aS)-8-[(5-cyclopropylpyrazin-2-yl)oxy]octahydro-5H-pyrrolo[1,2-a][1,4]diazepin-5-one hydrochloride). The yield is 100.0%. Reaction SMILES: [CH:1]1([C:4]2[N:5]=[CH:6][C:7]([O:10][C@@H:11]3[CH2:28][N:14]4[C:15](=[O:27])[CH2:16][CH2:17][N:18](C(OC(C)(C)C)=O)[CH2:19][C@@H:13]4[CH2:12]3)=[N:8][CH:9]=2)[CH2:3][CH2:2]1.[ClH:29]>CO.ClCCl.O1CCOCC1>[ClH:29].[CH:1]1([C:4]2[N:5]=[CH:6][C:7]([O:10][C@@H:11]3[CH2:28][N:14]4[C:15](=[O:27])[CH2:16][CH2:17][NH:18][CH2:19][C@@H:13]4[CH2:12]3)=[N:8][CH:9]=2)[CH2:3][CH2:2]1 |f:2.3,5.6|. Reported procedure: To tert-butyl (8S,9aS)-8-[(5-cyclopropylpyrazin-2-yl)oxy]-5-oxohexahydro-1H-pyrrolo[1,2-a][1,4]diazepine-2(3H)-carboxylate (254 mg, 0.654 mmol, Part C) in methanol/dichloromethane (1:1, 1 mL) was added 4 N HCl solution in dioxane (3 mL). The mixture was stirred at room temperature for three hours and then concentrated to give 212 mg (100% yield) of the title compound as a solid which was used without purification. 1H NMR (400 MHz, DMSO-d6) δ ppm 0.82 (m, 2H), 0.96 (m, 2H), 2.10 (m, 2H), 2.66 (m,... Starting materials: O=C(O)c1ccc2c(c1)OC(F)(F)O2, Cc1ccc(N)c(C)c1. Reagents/catalysts: C1CCN(C1)[P+](N2CCCC2)(N3CCCC3)Cl.F[P-](F)(F)(F)(F)F (PyCloP), CCN(C(C)C)C(C)C (DIPEA), C1=CC=C2C(=C1)N=NN2O (HOBt). The solvent is CN(C)C=O (DMF), CN(C)C=O (DMF), CN(C)C=O (DMF), CN(C)C=O (DMF), CN(C)C=O (DMF), CN(C)C=O (DMF). Run at temperature 25 celsius, time 2 hour. Product: Cc1ccc(NC(=O)c2ccc3c(c2)OC(F)(F)O3)c(C)c1. Yield: 11.1%. As a reaction SMILES: Cc1ccc(N)c(C)c1.O=C(O)c1ccc2c(c1)OC(F)(F)O2.C1CCN(C1)[P+](N2CCCC2)(N3CCCC3)Cl.F[P-](F)(F)(F)(F)F.C1=CC=C2C(=C1)N=NN2O.CCN(C(C)C)C(C)C.CN(C)C=O>>Cc1ccc(NC(=O)c2ccc3c(c2)OC(F)(F)O3)c(C)c1. Starting materials: BrC=1C=C(C=CC1)C[C@@H](C(=O)O)NC(=O)OC(C)(C)C ((2S)-3-(3-Bromophenyl)-2-(tert-butoxycarbonylamino)propionic acid). The solvent is Cl (HCl), O1CCOCC1 (1,4-dioxane). Run at time 16 hour. Product: BrC=1C=C(C[C@H](N)C(=O)O)C=CC1 (3-Bromo-L-phenylalanine). Yield: 90.4%. Reaction SMILES: [Br:1][C:2]1[CH:3]=[C:4]([CH2:8][C@H:9]([NH:13]C(OC(C)(C)C)=O)[C:10]([OH:12])=[O:11])[CH:5]=[CH:6][CH:7]=1>Cl.O1CCOCC1>[Br:1][C:2]1[CH:3]=[C:4]([CH:5]=[CH:6][CH:7]=1)[CH2:8][C@@H:9]([C:10]([OH:12])=[O:11])[NH2:13]. Procedure details: (2S)-3-(3-Bromophenyl)-2-(tert-butoxycarbonylamino)propionic acid (5.0 g, 14.5 mmol) was suspended in 4M HCl in 1,4-dioxane (75 mL) and stirred for 16 h at r.t. The white precipitate was filtered and washed with Et2O to give the title compound (3.2 g, 89%) as a white solid that required no further purification. δH (CDCl3) 8.32 (2H, s), 7.50-7.48 (2H, m), 7.34-7.29 (2H, m), 4.22 (1H, t, J 6.2 Hz), 3.13-3.11 (2H, m). The reactants are Cl.C(C)(C)(C)C1=CC=C(C=C1)C=1C=C(C(=O)OC)C=CN1 (methyl 2-(4-tert-butylphenyl)isonicotinate hydrochloride). Reagents/catalysts: [Pt](=O)=O (platinum(IV) oxide). The solvent is CO (MeOH). The product is Cl.C(C)(C)(C)C1=CC=C(C=C1)C1NCCC(C1)C(=O)OC (Methyl 2-(4-tert-butylphenyl)piperidine-4-carboxylate hydrochloride). Isolated yield 98.7%. RXN SMILES: [ClH:1].[C:2]([C:6]1[CH:11]=[CH:10][C:9]([C:12]2[CH:13]=[C:14]([CH:19]=[CH:20][N:21]=2)[C:15]([O:17][CH3:18])=[O:16])=[CH:8][CH:7]=1)([CH3:5])([CH3:4])[CH3:3]>CO.[Pt](=O)=O>[ClH:1].[C:2]([C:6]1[CH:11]=[CH:10][C:9]([CH:12]2[CH2:13][CH:14]([C:15]([O:17][CH3:18])=[O:16])[CH2:19][CH2:20][NH:21]2)=[CH:8][CH:7]=1)([CH3:5])([CH3:3])[CH3:4] |f:0.1,4.5|. Procedure details: To a solution of methyl 2-(4-tert-butylphenyl)isonicotinate hydrochloride (9.6 g, 31.39 mmol) in MeOH (100 mL) was added platinum(IV) oxide (0.713 g, 3.14 mmol). The resulting mixture was hydrogenated in a Büchi hydrogenator at 5 bar. After 8 h the reaction mixture was filtered through a diatomeous earth filter carton, the residue washed with methanol, and the filtrate evaporated. Methyl 2-(4-tert-butylphenyl)piperidine-4-carboxylate hydrochloride (9.66 g, 99%) was isolated as a brown solid. 1H ... Starting materials: CC1(C2=C(OC1)C=C1C(CCC(C1=C2)(C)C)(C)C)C2=CC=C(C(=O)OCC)C=C2 (ethyl 4-(3,5,5,8,8-pentamethyl-2,3,5,6,7,8-hexahydronaphtho[2,3-b]furan-3-yl)benzoate), [OH-].[Na+] (sodium hydroxide), [OH-].[Li+] (lithium hydroxide), C1CCOC1 (THF). Solvent: solution, O (water), CO (methanol). Product: CC1(C2=C(OC1)C=C1C(CCC(C1=C2)(C)C)(C)C)C2=CC=C(C(=O)O)C=C2 (4-(3,5,5,8,8-pentamethyl-2,3,5,6,7,8-hexahydronaphtho[2,3-b]furan-3-yl)benzoic acid). RXN SMILES: [CH3:1][C:2]1([C:19]2[CH:29]=[CH:28][C:22]([C:23]([O:25]CC)=[O:24])=[CH:21][CH:20]=2)[CH2:6][O:5][C:4]2[CH:7]=[C:8]3[C:13](=[CH:14][C:3]1=2)[C:12]([CH3:16])([CH3:15])[CH2:11][CH2:10][C:9]3([CH3:18])[CH3:17].[OH-].[Na+].[OH-].[Li+].C1COCC1>O.CO>[CH3:1][C:2]1([C:19]2[CH:20]=[CH:21][C:22]([C:23]([OH:25])=[O:24])=[CH:28][CH:29]=2)[CH2:6][O:5][C:4]2[CH:7]=[C:8]3[C:13](=[CH:14][C:3]1=2)[C:12]([CH3:15])([CH3:16])[CH2:11][CH2:10][C:9]3([CH3:17])[CH3:18] |f:1.2,3.4|. Procedure details: A mixture of ethyl 4-(3,5,5,8,8-pentamethyl-2,3,5,6,7,8-hexahydronaphtho[2,3-b]furan-3-yl)benzoate (200 mg, 0.5 mmol), sodium hydroxide (100 mg, 2.4 mmol) and lithium hydroxide (100 mg, 2.4 mmol) in 5 ml of a solution of THF, methanol and water (5/1/1) was heated under reflux for 24 h. The reaction medium was concentrated in a rotary evaporator under vacuum at 40° C. After adding 5 ml of water and 5 ml of ethyl ether and acidifying with a concentrated hydrochloric acid solution to pH 1, the orga... The reactants are O (water), dextran, O (water), dextran, CCCCCCCC/C=C\CCCCCCCC(=O)OCC(CO)O (monoolein), dextran, CCCCCCCC/C=C\CCCCCCCC(=O)OCC(CO)O (monoolein), CCCCCCCC/C=C\CCCCCCCC(=O)OCC(CO)O (monoolein). Run in C(C)O (ethyl alcohol), C(C)O (ethyl alcohol), C(C)O (ethanol). The product is CCCCCCCC/C=C\CCCCCCCC(=O)OCC(CO)O.C(C)O (Monoolein Ethanol). RXN SMILES: O.[CH3:2][CH2:3][CH2:4][CH2:5][CH2:6][CH2:7][CH2:8][CH2:9]/[CH:10]=[CH:11]\[CH2:12][CH2:13][CH2:14][CH2:15][CH2:16][CH2:17][CH2:18][C:19]([O:21][CH2:22][CH:23]([OH:26])[CH2:24][OH:25])=[O:20]>C(O)C>[CH3:2][CH2:3][CH2:4][CH2:5][CH2:6][CH2:7][CH2:8][CH2:9]/[CH:10]=[CH:11]\[CH2:12][CH2:13][CH2:14][CH2:15][CH2:16][CH2:17][CH2:18][C:19]([O:21][CH2:22][CH:23]([OH:26])[CH2:24][OH:25])=[O:20].[CH2:19]([OH:20])[CH3:18] |f:3.4|. Procedure: The powder was formed by spray-drying a liquid emulsion. The liquid emulsion was prepared from a premix of 75 grams of water, 50 grams of dextran (average MW˜37,500), 45-grams of ethyl alcohol, and a 30-gram measure of molten monoolein. The mixture had a final ratio of 37.5% water, 25% dextran, 22.5% ethyl alcohol and 15% monoolein. Observation indicated that this mixture was an emulsion of isotropic liquid in a lamellar and/or nematic liquid crystalline continuous phase. The mixture was then pu... Starting materials: C(C)OC1=NC2=C(N1CC1=CC=C(C=C1)C1=C(C=CC=C1)C(=O)C(=O)OC)C(=CC=C2)C(=O)OCC (ethyl 2-ethoxy-1-[(2'-methoxalylbiphenyl4-yl)methyl]benzimidazole-7-carboxylate), O.[OH-].[Li+] (lithium hydroxide monohydrate). Product: C(C)OC1=NC2=C(N1CC1=CC=C(C=C1)C1=C(C=CC=C1)C(=O)C(=O)O)C(=CC=C2)C(=O)O (2-Ethoxy-1-[(2'-oxalobiphenyl-4-yl)methyl]benzimidazole-7-carboxylic acid). Isolated yield 80.8%. Reaction SMILES: [CH2:1]([O:3][C:4]1[N:8]([CH2:9][C:10]2[CH:15]=[CH:14][C:13]([C:16]3[CH:21]=[CH:20][CH:19]=[CH:18][C:17]=3[C:22]([C:24]([O:26]C)=[O:25])=[O:23])=[CH:12][CH:11]=2)[C:7]2[C:28]([C:32]([O:34]CC)=[O:33])=[CH:29][CH:30]=[CH:31][C:6]=2[N:5]=1)[CH3:2].O.[OH-].[Li+]>>[CH2:1]([O:3][C:4]1[N:8]([CH2:9][C:10]2[CH:11]=[CH:12][C:13]([C:16]3[CH:21]=[CH:20][CH:19]=[CH:18][C:17]=3[C:22]([C:24]([OH:26])=[O:25])=[O:23])=[CH:14][CH:15]=2)[C:7]2[C:28]([C:32]([OH:34])=[O:33])=[CH:29][CH:30]=[CH:31][C:6]=2[N:5]=1)[CH3:2] |f:1.2.3|. Reported procedure: 252 mg of ethyl 2-ethoxy-1-[(2'-methoxalylbiphenyl4-yl)methyl]benzimidazole-7-carboxylate [prepared as described in step (a) above] were subjected to hydrolysis using 136 mg of lithium hydroxide monohydrate in the same manner as described in Example 17(b), to give 186 mg of the title compound as a powder, melting at 158°-161° C. Product: O=C1Nc2ccc(Cl)cc2C(c2ccccc2)=NC1F. The reactants are O=C(c1ccccc1)c1cc(Cl)ccc1NC(=O)C(F)Br, O=C(Br)C(F)Br, Nc1ccc(Cl)cc1C(=O)c1ccccc1. As a reaction SMILES: [Br:1][CH:2]([C:3](=[O:4])[NH:5][c:6]1[c:7]([C:8](=[O:9])[c:10]2[cH:11][cH:12][cH:13][cH:14][cH:15]2)[cH:16][c:17]([Cl:20])[cH:18][cH:19]1)[F:21].[Br:38][CH:39]([F:40])[C:41]([Br:42])=[O:43].[NH2:22][c:23]1[cH:24][cH:25][c:26]([Cl:27])[cH:28][c:29]1[C:30]([c:31]1[cH:32][cH:33][cH:34][cH:35][cH:36]1)=[O:37]>>[CH:2]1([F:21])[C:3](=[O:4])[NH:5][c:6]2[c:7]([cH:16][c:17]([Cl:20])[cH:18][cH:19]2)[C:8]([c:10]2[cH:11][cH:12][cH:13][cH:14][cH:15]2)=[N:22]1.